This data is from the Open Reaction Database (ORD), a public repository of structured organic reaction records. The task is: describe an organic reaction: reactants, conditions, products, and yield The reactants are [Br-], CCCCOCCCC, C[Mg+], COCCOC, ClCCl, Cl, COc1c2n(c3c(C=O)nn(Cc4ccc(F)cc4)c(=O)c13)CCN(C)C2=O. Yields the product COc1c2n(c3c(C(C)O)nn(Cc4ccc(F)cc4)c(=O)c13)CCN(C)C2=O. Reaction SMILES: [Br-:29].[CH2:32]([O:33][CH2:34][CH2:35][CH2:36][CH3:37])[CH2:38][CH2:39][CH3:40].[CH3:30][Mg+:31].[CH3:42][O:43][CH2:44][CH2:45][O:46][CH3:47].[Cl:48][CH2:49][Cl:50].[ClH:41].[F:1][c:2]1[cH:3][cH:4][c:5]([CH2:6][n:7]2[n:8][c:9]([CH:25]=[O:26])[c:10]3[c:11]([c:12]2=[O:13])[c:14]([O:23][CH3:24])[c:15]2[n:16]3[CH2:17][CH2:18][N:19]([CH3:22])[C:20]2=[O:21])[cH:27][cH:28]1>>[F:1][c:2]1[cH:3][cH:4][c:5]([CH2:6][n:7]2[n:8][c:9]([CH:25]([OH:26])[CH3:32])[c:10]3[c:11]([c:12]2=[O:13])[c:14]([O:23][CH3:24])[c:15]2[n:16]3[CH2:17][CH2:18][N:19]([CH3:22])[C:20]2=[O:21])[cH:27][cH:28]1. The reactants are C(CCCCCCC)N (octylamine), C(C)(=O)O.NCC1=CC2=C(OC(OC2=O)(C)C)C=C1 (6-(aminomethyl)-2,2-dimethyl-4H-1,3-benzodioxin-4-one acetate), ClCC1=CC=C(C(=O)Cl)C=C1 (4-(chloromethyl)benzoyl chloride), FC(C1=CC=C(C(=O)Cl)C=C1)(F)F (4-(trifluoromethyl)benzoyl chloride). Yields the product OC1=C(C(=O)O)C=C(C=C1)CN(C(C1=CC=C(C=C1)C(F)(F)F)=O)CC1=CC=C(C=C1)C(=O)NCCCCCCCC (2-hydroxy-5-({{4-[(octylamino)carbonyl]benzyl}[4-(trifluoromethyl)benzoyl]amino}methyl)benzoic acid). As a reaction SMILES: [CH2:1]([NH2:9])[CH2:2][CH2:3][CH2:4][CH2:5][CH2:6][CH2:7][CH3:8].Cl[CH2:11][C:12]1[CH:20]=[CH:19][C:15]([C:16](Cl)=[O:17])=[CH:14][CH:13]=1.[F:21][C:22]([F:33])([F:32])[C:23]1[CH:31]=[CH:30][C:26]([C:27](Cl)=[O:28])=[CH:25][CH:24]=1.C(O)(=O)C.[NH2:38][CH2:39][C:40]1[CH:52]=[CH:51][C:43]2[O:44]C(C)(C)[O:46][C:47](=[O:48])[C:42]=2[CH:41]=1>>[OH:44][C:43]1[CH:51]=[CH:52][C:40]([CH2:39][N:38]([CH2:11][C:12]2[CH:20]=[CH:19][C:15]([C:16]([NH:9][CH2:1][CH2:2][CH2:3][CH2:4][CH2:5][CH2:6][CH2:7][CH3:8])=[O:17])=[CH:14][CH:13]=2)[C:27](=[O:28])[C:26]2[CH:30]=[CH:31][C:23]([C:22]([F:33])([F:32])[F:21])=[CH:24][CH:25]=2)=[CH:41][C:42]=1[C:47]([OH:48])=[O:46] |f:3.4|. Procedure: The title compound was prepared following the procedure A using octylamine, 4-(chloromethyl)benzoyl chloride, 4-(trifluoromethyl)benzoyl chloride and 6-(aminomethyl)-2,2-dimethyl-4H-1,3-benzodioxin-4-one acetate. M+(ESI): 585.4 Reactants: BrCC1=CC=C(C=C1)C1=NOC(=C1)C(=O)N (3-(4-bromomethyl-phenyl)-isoxazole-5-carboxylic acid amide), BrCC1=CC=C(C=C1)C1=NOC(=C1)C(=O)N (3-(4-bromomethyl-phenyl)-isoxazole-5-carboxylic acid amide), COC1=CC=C(C=C1)O (4-methoxyphenol), C(=O)([O-])[O-].[K+].[K+] (K2CO3). Run in CC#N (CH3CN). Reaction conditions: temperature 85 celsius. Yields the product COC1=CC=C(OCC2=CC=C(C=C2)C2=NOC(=C2)C(=O)N)C=C1 (3-[4-(4-methoxy-phenoxymethyl)-phenyl]-isoxazole-5-carboxylic acid amide). Yield: 34.6%. Reaction SMILES: Br[CH2:2][C:3]1[CH:8]=[CH:7][C:6]([C:9]2[CH:13]=[C:12]([C:14]([NH2:16])=[O:15])[O:11][N:10]=2)=[CH:5][CH:4]=1.[CH3:17][O:18][C:19]1[CH:24]=[CH:23][C:22]([OH:25])=[CH:21][CH:20]=1.C([O-])([O-])=O.[K+].[K+]>CC#N>[CH3:17][O:18][C:19]1[CH:24]=[CH:23][C:22]([O:25][CH2:2][C:3]2[CH:8]=[CH:7][C:6]([C:9]3[CH:13]=[C:12]([C:14]([NH2:16])=[O:15])[O:11][N:10]=3)=[CH:5][CH:4]=2)=[CH:21][CH:20]=1 |f:2.3.4|. Procedure: To a mixture of 3-(4-bromomethyl-phenyl)-isoxazole-5-carboxylic acid amide (which may be prepared as described in Preparation of Intermediate 14; 30 mg, 0.107 mmol) in CH3CN (2 mL) were added 4-methoxyphenol (24 mg, 0.22 mmol) and K2CO3 (30 mg, 0.22 mmol). The mixture was heated at 85° C. for 16 h and then evaporated to dryness. The residue was purified by chromatography (66-75% EtOAc/hexanes) to give 3-[4-(4-methoxy-phenoxymethyl)-phenyl]-isoxazole-5-carboxylic acid amide (12 mg, 35%) as a whit...